Dataset: the Open Reaction Database (ORD), a public repository of structured organic reaction records. Task: describe an organic reaction: reactants, conditions, products, and yield The reactants are ClC1=CC=C2CC(NC2=C1)=O (6-chlorooxindole), N1CCCC1 (pyrrolidine), COC(C(COC1=C(C=C(C=C1)Br)C=O)(C)C)=O (3-(4-bromo-2-formyl-phenoxy)-2,2-dimethyl-propionic acid methyl ester). Run in CO (methanol). Yields the product COC(C(COC1=C(C=C(C=C1)Br)\C=C\1/C(NC2=CC(=CC=C12)Cl)=O)(C)C)=O (Z-3-[4-Bromo-2-(6-chloro-2-oxo-1,2-dihydro-indol-3-ylidenemethyl)-phenoxy]-2,2-dimethyl-propionic acid methyl ester). Yield: 53.8%. RXN SMILES: [CH3:1][O:2][C:3](=[O:18])[C:4]([CH3:17])([CH3:16])[CH2:5][O:6][C:7]1[CH:12]=[CH:11][C:10]([Br:13])=[CH:9][C:8]=1[CH:14]=O.[Cl:19][C:20]1[CH:28]=[C:27]2[C:23]([CH2:24][C:25](=[O:29])[NH:26]2)=[CH:22][CH:21]=1.N1CCCC1>CO>[CH3:1][O:2][C:3](=[O:18])[C:4]([CH3:17])([CH3:16])[CH2:5][O:6][C:7]1[CH:12]=[CH:11][C:10]([Br:13])=[CH:9][C:8]=1/[CH:14]=[C:24]1\[C:25](=[O:29])[NH:26][C:27]2[C:23]\1=[CH:22][CH:21]=[C:20]([Cl:19])[CH:28]=2. Reported procedure: In a manner similar to the method described in Example 227b, 3-(4-bromo-2-formyl-phenoxy)-2,2-dimethyl-propionic acid methyl ester (3.4 g, 10.8 mmol) was reacted with 6-chlorooxindole (1.8 g, 10.8 mmol) and pyrrolidine (0.84 g, 11.8 mmol) in methanol to give E/Z-3-[4-Bromo-2-(6-chloro-2-oxo-1,2-dihydro-indol-3-ylidenemethyl)-phenoxy]-2,2-dimethyl-propionic acid methyl ester as a yellow solid (2.7 g). The reactants are C(C1=CC=CC=C1)N(C)CC=1C(=C(SC1C1=CC=C(C=C1)NC(=O)NOC)N(C(=O)OCC)CC1=C(C=CC=C1F)F)C(=O)O (4-(N-benzyl-N-methylaminomethyl)-2-[N-(2,6-difluorobenzyl)-N-ethoxycarbonylamino]-5-[4-(3-methoxyureido)phenyl]thiophene-3-carboxylic acid), FC1=CC=C(N)C=C1 (4-fluoroaniline). Yields the product C(C1=CC=CC=C1)N(C)CC1=C(SC=2N(C(N(C(C21)=O)C2=CC=C(C=C2)F)=O)CC2=C(C=CC=C2F)F)C2=CC=C(C=C2)NC(=O)NOC (N-(4-(5-((benzyl(methyl)amino)methyl)-1-(2,6-difluorobenzyl)-2,4-dioxo-3-(4-fluorophenyl)-1,2,3,4-tetrahydrothieno[2,3-d]pyrimidin-6-yl)phenyl)-N′-methoxyurea). Isolated yield 88.0%. RXN SMILES: [CH2:1]([N:8]([CH2:10][C:11]1[C:12]([C:43]([OH:45])=O)=[C:13]([N:28]([CH2:34][C:35]2[C:40]([F:41])=[CH:39][CH:38]=[CH:37][C:36]=2[F:42])[C:29]([O:31]CC)=O)[S:14][C:15]=1[C:16]1[CH:21]=[CH:20][C:19]([NH:22][C:23]([NH:25][O:26][CH3:27])=[O:24])=[CH:18][CH:17]=1)[CH3:9])[C:2]1[CH:7]=[CH:6][CH:5]=[CH:4][CH:3]=1.[F:46][C:47]1[CH:53]=[CH:52][C:50]([NH2:51])=[CH:49][CH:48]=1>>[CH2:1]([N:8]([CH2:10][C:11]1[C:12]2[C:43](=[O:45])[N:51]([C:50]3[CH:52]=[CH:53][C:47]([F:46])=[CH:48][CH:49]=3)[C:29](=[O:31])[N:28]([CH2:34][C:35]3[C:40]([F:41])=[CH:39][CH:38]=[CH:37][C:36]=3[F:42])[C:13]=2[S:14][C:15]=1[C:16]1[CH:21]=[CH:20][C:19]([NH:22][C:23]([NH:25][O:26][CH3:27])=[O:24])=[CH:18][CH:17]=1)[CH3:9])[C:2]1[CH:3]=[CH:4][CH:5]=[CH:6][CH:7]=1. Procedure details: The similar reaction as described in Example 5 by using 4-(N-benzyl-N-methylaminomethyl)-2-[N-(2,6-difluorobenzyl)-N-ethoxycarbonylamino]-5-[4-(3-methoxyureido)phenyl]thiophene-3-carboxylic acid (2.87 g, 4.49 mmol) and 4-fluoroaniline (0.64 ml, 6.735 mmol) gave the title compound (2.71 g, 88%) as pale yellow powders. Procedure: To a N,N-dimethylformamide (6 mL) solution of 3-[2,6-dimethoxy-4-(methoxymethyl)phenyl]-6-methoxypyrazolo[5,1-b][1,3]thiazole-7-amine (400 mg, 1.14 mmol) were added 1-ethyl-3-(3-dimethylaminopropyl)carbodiimide (0.236 mL, 1.33 mmol) and 1-hydroxybenzotriazole (180 mg, 1.33 mmol), and the mixture was stirred at room temperature over one day and night. Water was added to the reaction mixture, and the reaction mixture was extracted with ethyl acetate and dried over anhydrous magnesium sulfate. The ... Solvent: CCCCCCC.C(C)(=O)OCC (n-heptane ethyl acetate), O (Water). The product is COC1=C(C(=CC(=C1)COC)OC)C=1N2C(SC1)=C(C(=N2)OC)NC(=O)C2(CC2)O (N-{3-[2,6-Dimethoxy-4-(methoxymethyl)phenyl]-6-methoxypyrazolo[5,1-b][1,3]thiazol-7-yl}-1-hydroxycyclopropanecarboxamide). Conditions: time 1 day. Reaction SMILES: [CH3:1][N:2](C)[CH:3]=[O:4].[CH3:6][O:7][C:8]1[CH:13]=[C:12]([CH2:14][O:15][CH3:16])[CH:11]=[C:10]([O:17][CH3:18])[C:9]=1[C:19]1[N:20]2[N:26]=[C:25]([O:27][CH3:28])C(N)=[C:21]2[S:22][CH:23]=1.C(N=C=N[CH2:35][CH2:36][CH2:37]N(C)C)C.[OH:41]N1C2C=CC=CC=2N=N1>CCCCCCC.C(OCC)(=O)C.O>[CH3:6][O:7][C:8]1[CH:13]=[C:12]([CH2:14][O:15][CH3:16])[CH:11]=[C:10]([O:17][CH3:18])[C:9]=1[C:19]1[N:20]2[N:26]=[C:25]([O:27][CH3:28])[C:1]([NH:2][C:3]([C:36]3([OH:41])[CH2:37][CH2:35]3)=[O:4])=[C:21]2[S:22][CH:23]=1 |f:4.5|. Reactants: CN(C=O)C (N,N-dimethylformamide), COC1=C(C(=CC(=C1)COC)OC)C=1N2C(SC1)=C(C(=N2)OC)N (3-[2,6-dimethoxy-4-(methoxymethyl)phenyl]-6-methoxypyrazolo[5,1-b][1,3]thiazole-7-amine), C(C)N=C=NCCCN(C)C (1-ethyl-3-(3-dimethylaminopropyl)carbodiimide), ON1N=NC2=C1C=CC=C2 (1-hydroxybenzotriazole). Reactants: Cl.CN(CCCN=C=NCC)C (3-dimethylaminopropyl-3-ethylcarbodiimide hydrochloride), C(C)O (ethanol), CN(C)C1=NC=CC=C1 (dimethylaminopyridine), ClC1=NC=C(C(=O)O)C=C1 (6-chloronicotinic acid). Solvent: O1CCCC1 (tetrahydrofuran). Run at time 4 hour. Yields the product ClC1=NC=C(C=C1)C(=O)OCC (Ethyl 2-chloropyridine-5-carboxylate). Reaction SMILES: [Cl:1][C:2]1[CH:10]=[CH:9][C:5]([C:6]([OH:8])=[O:7])=[CH:4][N:3]=1.[CH2:11](O)[CH3:12].CN(C1C=CC=CN=1)C.Cl.CN(C)CCCN=C=NCC>O1CCCC1>[Cl:1][C:2]1[CH:10]=[CH:9][C:5]([C:6]([O:8][CH2:11][CH3:12])=[O:7])=[CH:4][N:3]=1 |f:3.4|. Procedure: To 6.85 g (44 mmol) of 6-chloronicotinic acid dissolved in 50 mL of tetrahydrofuran was added ethanol (6 mL), dimethylaminopyridine (700 mg) and 1-(3-dimethylaminopropyl-3-ethylcarbodiimide hydrochloride (EDCl) (9.4 g, 49 mmol). The reaction was stirred at ambient temperature for 4 hours and then concentrated under reduced pressure. The residue was diluted with ethyl acetate, washed with water (2×), saturated sodium bicarbonate (2×) and brine, dried over sodium sulfate and concentrated in vacuo.... The reactants are C(C)OC(=O)P(OC1=CC=CC=C1)(OC1=CC=CC=C1)=O (Diphenyl ethoxycarbonylphosphonate), C(O)([O-])=O.[Na+] (sodium hydrogencarbonate). Solvent: O (water). Yields the product C(C)OC(=O)P(OC1=CC=CC=C1)([O-])=O.[Na+] (Sodium phenyl ethoxycarbonylphosphonate). The yield is 26.6%. As a reaction SMILES: [CH2:1]([O:3][C:4]([P:6](=[O:21])([O:14]C1C=CC=CC=1)[O:7][C:8]1[CH:13]=[CH:12][CH:11]=[CH:10][CH:9]=1)=[O:5])[CH3:2].C(=O)([O-])O.[Na+:26]>O>[CH2:1]([O:3][C:4]([P:6](=[O:14])([O-:21])[O:7][C:8]1[CH:9]=[CH:10][CH:11]=[CH:12][CH:13]=1)=[O:5])[CH3:2].[Na+:26] |f:1.2,4.5|. Procedure: Diphenyl ethoxycarbonylphosphonate (3.06 g) and sodium hydrogencarbonate (0.84 g) were stirred in water (10 ml) at room temperature for about 24 hours. The solvent was evaporated and the residue extracted with ethanol. The ethanol was evaporated and the residue was washed with ether. The residue was recrystallized twice from isopropanol. Colourless crystals (0.67 g, 27%) were obtained. Starting materials: C([O-])([O-])=O.[K+].[K+] (potassium carbonate), O (water), C(C)N(C(C1=C(C=C(C=C1)Br)OC(F)(F)F)=O)CC (N,N-diethyl-4-bromo-2-(trifluoromethoxy)benzamide), B1(OB(OB(O1)C=C)C=C)C=C.C1=CC=NC=C1 (2,4,6-trivinylcyclotriboroxane pyridine complex). Reagents/catalysts: C=1C=CC(=CC1)[P](C=2C=CC=CC2)(C=3C=CC=CC3)[Pd]([P](C=4C=CC=CC4)(C=5C=CC=CC5)C=6C=CC=CC6)([P](C=7C=CC=CC7)(C=8C=CC=CC8)C=9C=CC=CC9)[P](C=1C=CC=CC1)(C=1C=CC=CC1)C=1C=CC=CC1 (tetrakis(triphenylphosphine)palladium(0)). Run in C1CCOC1 (THF), [Cl-].[Na+].O (brine). Reaction conditions: time 15 minute. Yields the product C(C)N(C(C1=C(C=C(C=C1)C=C)OC(F)(F)F)=O)CC (N,N-diethyl-4-ethenyl-2-(trifluoromethoxy)benzamide). The yield is 88.7%. RXN SMILES: [CH2:1]([N:3]([CH2:18][CH3:19])[C:4](=[O:17])[C:5]1[CH:10]=[CH:9][C:8](Br)=[CH:7][C:6]=1[O:12][C:13]([F:16])([F:15])[F:14])[CH3:2].C(=O)([O-])[O-].[K+].[K+].B1(C=C)OB([CH:32]=[CH2:33])OB(C=C)O1.C1C=CN=CC=1.O>C1COCC1.[Cl-].[Na+].O.C1C=CC([P]([Pd]([P](C2C=CC=CC=2)(C2C=CC=CC=2)C2C=CC=CC=2)([P](C2C=CC=CC=2)(C2C=CC=CC=2)C2C=CC=CC=2)[P](C2C=CC=CC=2)(C2C=CC=CC=2)C2C=CC=CC=2)(C2C=CC=CC=2)C2C=CC=CC=2)=CC=1>[CH2:1]([N:3]([CH2:18][CH3:19])[C:4](=[O:17])[C:5]1[CH:10]=[CH:9][C:8]([CH:32]=[CH2:33])=[CH:7][C:6]=1[O:12][C:13]([F:16])([F:15])[F:14])[CH3:2] |f:1.2.3,4.5,8.9.10,^1:56,58,77,96|. Procedure details: To a stirring degassed solution of N,N-diethyl-4-bromo-2-(trifluoromethoxy)benzamide (2373 mg, 7 mmol) in THF (40 mL) was added tetrakis(triphenylphosphine)palladium(0) (97 mg, 0.08 mmol). After 15 min., potassium carbonate (2898 mg, 21 mmol), 2,4,6-trivinylcyclotriboroxane pyridine complex (2663 mg, 7 mmol), and water (8 mL). The reaction was heated to reflux for 3 h and then cooled to room temperature. The reaction was diluted with brine and extracted with EtOAc (3×25 mL). The organic layers w... Reactants: FC(C=1C=C(C(=O)N2CCC3(C(NC(N3C3=C(C=CC=C3)C)C)=O)CC2)C=C(C1)C(F)(F)F)(F)F ((rac)-8-(3,5-bis-trifluoromethyl-benzoyl)-2-methyl-1-o-tolyl-1,3,8-triaza-spiro[4.5]decan-4-one), FC(CBr)F (2,2-difluoroethyl bromide). Product: FC(C=1C=C(C(=O)N2CCC3(C(N(C(N3C3=C(C=CC=C3)C)C)CC(F)F)=O)CC2)C=C(C1)C(F)(F)F)(F)F (Rac-8-(3,5-Bis-trifluoromethyl-benzoyl)-3-(2,2-difluoro-ethyl)-2-methyl-1-o-tolyl-1,3,8-triaza-spiro[4.5]decan-4-one). RXN SMILES: [F:1][C:2]([F:35])([F:34])[C:3]1[CH:4]=[C:5]([CH:27]=[C:28]([C:30]([F:33])([F:32])[F:31])[CH:29]=1)[C:6]([N:8]1[CH2:26][CH2:25][C:11]2([N:15]([C:16]3[CH:21]=[CH:20][CH:19]=[CH:18][C:17]=3[CH3:22])[CH:14]([CH3:23])[NH:13][C:12]2=[O:24])[CH2:10][CH2:9]1)=[O:7].[F:36][CH:37]([F:40])[CH2:38]Br>>[F:35][C:2]([F:1])([F:34])[C:3]1[CH:4]=[C:5]([CH:27]=[C:28]([C:30]([F:33])([F:32])[F:31])[CH:29]=1)[C:6]([N:8]1[CH2:9][CH2:10][C:11]2([N:15]([C:16]3[CH:21]=[CH:20][CH:19]=[CH:18][C:17]=3[CH3:22])[CH:14]([CH3:23])[N:13]([CH2:38][CH:37]([F:40])[F:36])[C:12]2=[O:24])[CH2:25][CH2:26]1)=[O:7]. Procedure: The title compound, MS: m/e=564.2 (M+H+), was prepared in accordance with the general method of example 99 from (rac)-8-(3,5-bis-trifluoromethyl-benzoyl)-2-methyl-1-o-tolyl-1,3,8-triaza-spiro[4.5]decan-4-one and 2,2-difluoroethyl bromide. Procedure: A mixture of 2-bromo-1-(3-fluoro-phenyl)-ethanone (5.0 g; 23.04 mmol; 1.0 eq.), piperidine (2.30 ml; 23.04 mmol; 1.0 eq.) and DIEA (4.89 ml; 27.65 mmol; 1.20 eq.) in CHCl3 (100 mL) was heated for reflux overnight. The mixture was partitioned between CHCl3 and saturated aqueous NaHCO3. The separated organic layer was dried over MgSO4, filtered and concentrated. The residue was purified through flash chromatography on silica gel to afford the title compound. LC-MS: 222 (M+H). The product is FC=1C=C(C=CC1)C(CN1CCCCC1)=O (1-(3-Fluoro-phenyl)-2-piperidin-1-yl-ethanone). Reactants: BrCC(=O)C1=CC(=CC=C1)F (2-bromo-1-(3-fluoro-phenyl)-ethanone), N1CCCCC1 (piperidine), CCN(C(C)C)C(C)C (DIEA). Solvent: C(Cl)(Cl)Cl (CHCl3). RXN SMILES: Br[CH2:2][C:3]([C:5]1[CH:10]=[CH:9][CH:8]=[C:7]([F:11])[CH:6]=1)=[O:4].[NH:12]1[CH2:17][CH2:16][CH2:15][CH2:14][CH2:13]1.CCN(C(C)C)C(C)C>C(Cl)(Cl)Cl>[F:11][C:7]1[CH:6]=[C:5]([C:3](=[O:4])[CH2:2][N:12]2[CH2:17][CH2:16][CH2:15][CH2:14][CH2:13]2)[CH:10]=[CH:9][CH:8]=1. Reactants: CCCCO, CCCC[O-], CC(C)(O)c1ccc(C(=O)Nc2cc(Cl)n3nccc3n2)cc1, [Na+], [Na]. Yields the product CCCCOc1cc(NC(=O)c2ccc(C(C)(C)O)cc2)nc2ccnn12. As a reaction SMILES: [CH2:31]([OH:32])[CH2:33][CH2:34][CH3:35].[CH3:25][CH2:26][CH2:27][CH2:28][O-:29].[Cl:2][c:3]1[cH:4][c:5]([NH:12][C:13]([c:14]2[cH:15][cH:16][c:17]([C:20]([CH3:21])([CH3:22])[OH:23])[cH:18][cH:19]2)=[O:24])[n:6][c:7]2[n:8]1[n:9][cH:10][cH:11]2.[Na+:30].[Na:1]>>[c:3]1([O:29][CH2:28][CH2:27][CH2:26][CH3:25])[cH:4][c:5]([NH:12][C:13]([c:14]2[cH:15][cH:16][c:17]([C:20]([CH3:21])([CH3:22])[OH:23])[cH:18][cH:19]2)=[O:24])[n:6][c:7]2[n:8]1[n:9][cH:10][cH:11]2. Reactants: C#CC1=CC=C(C=C1)O (poly(p-hydroxystyrene)), C(=C)OCC (ethyl vinyl ether), O (H2O). Reagents/catalysts: C1(=CC=C(C=C1)S(=O)(=O)[O-])C.[NH+]1=CC=CC=C1 (pyridinium p-toluenesulfonate). Solvent: O1CCOCC1 (dioxane). Reaction conditions: time 24 hour. Yields the product C(C)OC(C)OC1=CC=C(C=C)C=C1.OC1=CC=C(C=C)C=C1 (p-(1-ethoxy ethoxy)styrene p-hydroxystyrene). Isolated yield 94.5%. RXN SMILES: [CH:1]#[C:2][C:3]1[CH:8]=[CH:7][C:6]([OH:9])=[CH:5][CH:4]=1.[CH:10]([O:12][CH2:13][CH3:14])=[CH2:11].O>O1CCOCC1.C1(C)C=CC(S([O-])(=O)=O)=CC=1.[NH+]1C=CC=CC=1>[CH2:10]([O:12][CH:13]([O:9][C:6]1[CH:7]=[CH:8][C:3]([CH:2]=[CH2:1])=[CH:4][CH:5]=1)[CH3:14])[CH3:11].[OH:9][C:6]1[CH:7]=[CH:8][C:3]([CH:2]=[CH2:1])=[CH:4][CH:5]=1 |f:4.5,6.7|. Procedure details: A solution of poly(p-hydroxystyrene) (8.0 g) [MARUKA LYNCUR-M, manufactured by Maruzene Petrochemical Co., Ltd., having Mw 10000 and Mn 5000], ethyl vinyl ether (3.0 g) and pyridinium p-toluenesulfonate (0.5 g) in dioxane (70 ml) was reacted with stirring at room temperature for 24 hours. After reaction, the mixture was poured into H2O, was precipitated with stirring, and the precipitate was filtered, washed with H2O and then dried in vacuo. There was obtained 10.0 g of the desired product as a ...